Dataset: the Open Reaction Database (ORD), a public repository of structured organic reaction records. Task: describe an organic reaction: reactants, conditions, products, and yield Starting materials: CC(=O)O, CO, COc1ccc2oc(=O)cc(NC3CCNCC3)c2c1, Cl. Yields the product O=c1cc(NC2CCNCC2)c2ccccc2o1. Reaction SMILES: [C:22]([OH:23])(=[O:24])[CH3:25].[CH3:26][OH:27].[CH3:2][O:3][c:4]1[cH:5][c:6]2[c:7]([NH:15][CH:16]3[CH2:17][CH2:18][NH:19][CH2:20][CH2:21]3)[cH:8][c:9](=[O:14])[o:10][c:11]2[cH:12][cH:13]1.[ClH:1]>>[cH:4]1[cH:5][c:6]2[c:7]([NH:15][CH:16]3[CH2:17][CH2:18][NH:19][CH2:20][CH2:21]3)[cH:8][c:9](=[O:14])[o:10][c:11]2[cH:12][cH:13]1.